Dataset: the Open Reaction Database (ORD), a public repository of structured organic reaction records. Task: describe an organic reaction: reactants, conditions, products, and yield Reactants: FC=1C=NC=CC1C=1OC2=C(N1)C=C(C=C2)C(F)(F)F (2-(3-fluoropyridin-4-yl)-5-(trifluoromethyl)benzoxazole), N1CCCCC1 (piperidine), C([O-])([O-])=O.[K+].[K+] (potassium carbonate), CN(C)C=O (DMF). The solvent is O (Water). Reaction conditions: temperature 50 celsius, time 1.3 hour. The product is N1(CCCCC1)C=1C=NC=CC1C=1OC2=C(N1)C=C(C=C2)C(F)(F)F (2-[3-(piperidine-1-yl)pyridin-4-yl]-5-(trifluoromethyl)benzoxazole). Yield: 98.7%. As a reaction SMILES: F[C:2]1[CH:3]=[N:4][CH:5]=[CH:6][C:7]=1[C:8]1[O:9][C:10]2[CH:16]=[CH:15][C:14]([C:17]([F:20])([F:19])[F:18])=[CH:13][C:11]=2[N:12]=1.[NH:21]1[CH2:26][CH2:25][CH2:24][CH2:23][CH2:22]1.C(=O)([O-])[O-].[K+].[K+].CN(C=O)C>O>[N:21]1([C:2]2[CH:3]=[N:4][CH:5]=[CH:6][C:7]=2[C:8]2[O:9][C:10]3[CH:16]=[CH:15][C:14]([C:17]([F:20])([F:19])[F:18])=[CH:13][C:11]=3[N:12]=2)[CH2:26][CH2:25][CH2:24][CH2:23][CH2:22]1 |f:2.3.4|. Procedure details: A mixture of 0.28 g of 2-(3-fluoropyridin-4-yl)-5-(trifluoromethyl)benzoxazole, 0.17 g of piperidine, 0.55 g of potassium carbonate and 2 ml of DMF was stirred while heating at 50° C. for two hours, and then at 80° C. for 1.3 hours. Water was added to the reaction mixture, followed by extraction with ethyl acetate twice. The combined organic layers were washed with a saturated sodium chloride solution, dried over anhydrous magnesium sulfate, and concentrated under reduced pressure. The residue w...